From a dataset of the Open Reaction Database (ORD), a public repository of structured organic reaction records. describe an organic reaction: reactants, conditions, products, and yield Reactants: N[C@@H]1CC[C@H](CC1)O (trans-4-Aminocyclohexanol), ClC1=NC=CC(=N1)C1=CN(C2=CC=CC=C12)C (3-(2-chloropyrimidin-4-yl)-1-methyl-1H-indole), N[C@@H]1CC[C@H](CC1)O (trans-4-aminocyclohexanol). Solvent: CN1CCCC1=O (NMP). Reaction conditions: temperature 120 celsius. Product: CN1C=C(C2=CC=CC=C12)C1=NC(=NC=C1)N[C@@H]1CC[C@H](CC1)O (trans-4-[4-(1-methyl-1H-indol-3-yl)-pyrimidin-2-ylamino]-cyclo-hexanol). Yield: 45.9%. Reaction SMILES: [NH2:1][C@H:2]1[CH2:7][CH2:6][C@H:5]([OH:8])[CH2:4][CH2:3]1.Cl[C:10]1[N:15]=[C:14]([C:16]2[C:24]3[C:19](=[CH:20][CH:21]=[CH:22][CH:23]=3)[N:18]([CH3:25])[CH:17]=2)[CH:13]=[CH:12][N:11]=1>CN1C(=O)CCC1>[CH3:25][N:18]1[C:19]2[C:24](=[CH:23][CH:22]=[CH:21][CH:20]=2)[C:16]([C:14]2[CH:13]=[CH:12][N:11]=[C:10]([NH:1][C@H:2]3[CH2:7][CH2:6][C@H:5]([OH:8])[CH2:4][CH2:3]3)[N:15]=2)=[CH:17]1. Procedure: trans-4-Aminocyclohexanol (0.45 g, 4 mmol) was added to 3-(2-chloropyrimidin-4-yl)-1-methyl-1H-indole (0.23 g, 1 mmol) in NMP (8 mL), and the resulting mixture heated to 120° C. for 3 h. A second aliquot of trans-4-aminocyclohexanol (0.16 g, 1 mmol) was added, and the resulting mixture was heated to 130° C. The reaction mixture was cooled and partitioned between water and EtOAc, the organic layer separated, washed twice with water, dried over Na2SO4, filtered, and concentrated under reduced pres...